Dataset: the Open Reaction Database (ORD), a public repository of structured organic reaction records. Task: describe an organic reaction: reactants, conditions, products, and yield The reactants are COC(=O)c1cc(S(C)(=O)=O)c(Br)cc1C, C#Cc1cc(C)c(C(=O)OC)cc1S(C)(=O)=O, [H][H], C#Cc1cc(C)c(C(=O)N=C(N)N)cc1S(C)(=O)=O, N=C(N)N, CN(C)C=O. Product: C=Cc1cc(C)c(C(=O)N=C(N)N)cc1S(C)(=O)=O. RXN SMILES: [CH3:20][c:21]1[cH:22][c:23]([Br:24])[c:25]([S:26]([CH3:27])(=[O:28])=[O:29])[cH:30][c:31]1[C:32]([O:33][CH3:34])=[O:35].[CH3:36][c:37]1[cH:38][c:39]([C:40]#[CH:41])[c:42]([S:43]([CH3:44])(=[O:45])=[O:46])[cH:47][c:48]1[C:49]([O:50][CH3:51])=[O:52].[H:57][H:58].[NH2:1][C:2](=[N:3][C:4]([c:5]1[c:6]([CH3:17])[cH:7][c:8]([C:15]#[CH:16])[c:9]([S:11](=[O:12])(=[O:13])[CH3:14])[cH:10]1)=[O:18])[NH2:19].[NH2:53][C:54](=[NH:55])[NH2:56].[O:59]=[CH:60][N:61]([CH3:62])[CH3:63]>>[NH2:1][C:2](=[N:3][C:4]([c:5]1[c:6]([CH3:17])[cH:7][c:8]([CH:15]=[CH2:16])[c:9]([S:11](=[O:12])(=[O:13])[CH3:14])[cH:10]1)=[O:18])[NH2:19].